From a dataset of the Open Reaction Database (ORD), a public repository of structured organic reaction records. describe an organic reaction: reactants, conditions, products, and yield Starting materials: C(C1=CC=CC=C1)OC(=O)N1CC=2C(=C(C=NC2CC1)C(=O)OCC)O (Ethyl 6-benzyloxycarbonyl-4-hydroxy-5,6,7,8-tetrahydro[1,6]naphthyridine-3-carboxylate). The reagents and catalysts are [Pd] (palladium on carbon). Solvent: C(C)(=O)O (acetic acid). Product: OC1=C(C=NC=2CCNCC12)C(=O)OCC (ethyl 4-hydroxy-5,6,7,8-tetrahydro[1,6]naphthyridine-3-carboxylate). Reaction SMILES: C(OC([N:11]1[CH2:20][CH2:19][C:18]2[N:17]=[CH:16][C:15]([C:21]([O:23][CH2:24][CH3:25])=[O:22])=[C:14]([OH:26])[C:13]=2[CH2:12]1)=O)C1C=CC=CC=1>[Pd].C(O)(=O)C>[OH:26][C:14]1[C:13]2[CH2:12][NH:11][CH2:20][CH2:19][C:18]=2[N:17]=[CH:16][C:15]=1[C:21]([O:23][CH2:24][CH3:25])=[O:22]. Procedure: The starting material is prepared as follows: Ethyl 6-benzyloxycarbonyl-4-hydroxy-5,6,7,8-tetrahydro[1,6]naphthyridine-3-carboxylate (Example 1i) is hydrogenated with palladium on carbon as the catalyst in glacial acetic acid to obtain ethyl 4-hydroxy-5,6,7,8-tetrahydro[1,6]naphthyridine-3-carboxylate, which is treated with benzyl bromide in a mixture of triethylamine and DMF at 60° for 48 hr to obtain ethyl 6-benzyl-4-hydroxy-5,6,7,8-tetrahydro[1,6]naphthyridine-3-carboxylate. Treatment of this... Starting materials: Cc1cc(-c2cccc(C(=O)CC(=O)Nc3cc(C#N)c(N(C)C)cc3NC(=O)OC(C)(C)C)c2)on1, ClCCl, O=C(O)C(F)(F)F. Yields the product Cc1cc(-c2cccc(C3=Nc4cc(N(C)C)c(C#N)cc4NC(=O)C3)c2)on1. As a reaction SMILES: [C:1]([O:2][C:3](=[O:4])[NH:7][c:8]1[c:9]([NH:19][C:20]([CH2:21][C:22](=[O:5])[c:24]2[cH:25][c:26](-[c:30]3[cH:31][c:32]([CH3:35])[n:33][o:34]3)[cH:27][cH:28][cH:29]2)=[O:36])[cH:10][c:11]([C:17]#[N:18])[c:12]([N:14]([CH3:15])[CH3:16])[cH:13]1)([CH3:6])([CH3:23])[CH3:37].[Cl:45][CH2:46][Cl:47].[F:38][C:39]([F:40])([F:41])[C:42]([OH:43])=[O:44]>>[N:7]1=[C:22]([c:24]2[cH:25][c:26](-[c:30]3[cH:31][c:32]([CH3:35])[n:33][o:34]3)[cH:27][cH:28][cH:29]2)[CH2:21][C:20](=[O:36])[NH:19][c:9]2[c:8]1[cH:13][c:12]([N:14]([CH3:15])[CH3:16])[c:11]([C:17]#[N:18])[cH:10]2.